From a dataset of the Open Reaction Database (ORD), a public repository of structured organic reaction records. describe an organic reaction: reactants, conditions, products, and yield The reactants are C(C)(=O)Cl (Acetyl chloride), NC1=C2N=C(C(=NC2=CC(=C1Cl)Cl)OC)OC (5-amino-6,7-dichloro-2,3-dimethoxyquinoxaline). Solvent: C1(=CC=CC=C1)C (toluene). Product: C(C)(=O)NC1=C2N=C(C(=NC2=CC(=C1Cl)Cl)OC)OC (5-acetamido-6,7-dichloro-2,3-dimethoxyquinoxaline). Yield: 100.0%. RXN SMILES: [C:1](Cl)(=[O:3])[CH3:2].[NH2:5][C:6]1[C:15]([Cl:16])=[C:14]([Cl:17])[CH:13]=[C:12]2[C:7]=1[N:8]=[C:9]([O:20][CH3:21])[C:10]([O:18][CH3:19])=[N:11]2>C1(C)C=CC=CC=1>[C:1]([NH:5][C:6]1[C:15]([Cl:16])=[C:14]([Cl:17])[CH:13]=[C:12]2[C:7]=1[N:8]=[C:9]([O:20][CH3:21])[C:10]([O:18][CH3:19])=[N:11]2)(=[O:3])[CH3:2]. Procedure details: Acetyl chloride (5.71 mL, 6.30 g, 80.3 mmol) was added to a vigorously stirred suspension of 5-amino-6,7-dichloro-2,3-dimethoxyquinoxaline (Preparation 26, 20.49 g, 64.8 mmol) in toluene (500 mL) and the resulting mixture was heated under reflux for 2 hours. After being cooled, the product was collected by filtration, washed with toluene and dried by suction for 15 hours to yield 5-acetamido-6,7-dichloro-2,3-dimethoxyquinoxaline (20.49 g, 89%) as a beige solid.